Dataset: the Open Reaction Database (ORD), a public repository of structured organic reaction records. Task: describe an organic reaction: reactants, conditions, products, and yield Reactants: O (Water), O (Water), Cl (hydrochloric acid), CN1N=NN=C1SCCCC1(CC)OCCO1 (1-Methyl-5-(4,4-ethylenedioxyhexyl)thio-1,2,3,4-tetrazole). The solvent is C(C)(=O)O (acetic acid). Yields the product CN1N=NN=C1SCCCC(CC)=O (1-methyl-5-(3-propionylpropyl)thio-1,2,3,4-tetrazole). Isolated yield 80.4%. RXN SMILES: [CH3:1][N:2]1[C:6]([S:7][CH2:8][CH2:9][CH2:10][C:11]2(OCC[O:14]2)[CH2:12][CH3:13])=[N:5][N:4]=[N:3]1.O.Cl>C(O)(=O)C>[CH3:1][N:2]1[C:6]([S:7][CH2:8][CH2:9][CH2:10][C:11](=[O:14])[CH2:12][CH3:13])=[N:5][N:4]=[N:3]1. Procedure: 1-Methyl-5-(4,4-ethylenedioxyhexyl)thio-1,2,3,4-tetrazole (0.6 g) is dissolved in acetic acid (5 ml). Water (2.5 ml) and conc. hydrochloric acid (0.5 ml) are added to the solution and the mixture is heated on a water bath for 1 hour. Water is added to the reaction mixture and the mixture is extracted with chloroform. The chloroform solution is washed with water, saturated aqueous sodium bicarbonate and then saturated aqueous sodium chloride and dried over magnesium sulfate. Chloroform is distill...